From a dataset of the Open Reaction Database (ORD), a public repository of structured organic reaction records. describe an organic reaction: reactants, conditions, products, and yield Reactants: Cl (hydrochloric acid), FC1=CC=C(CN2N=CC=3C2=CN=C(C3)C(=O)OC)C=C1 (methyl 1-(4-fluorobenzyl)-1H-pyrazolo[3,4-c]pyridine-5-carboxylate), NO (hydroxylamine), [OH-].[Na+] (sodium hydroxide). The solvent is O (water), CO (methanol), O (water), O (water). Reaction conditions: time 2 hour. Yields the product FC1=CC=C(CN2N=CC=3C2=CN=C(C3)C(=O)NO)C=C1 (1-(4-Fluorobenzyl)-N-hydroxy-1H-pyrazolo[3,4-c]pyridine-5-carboxamide). The yield is 52.0%. As a reaction SMILES: [F:1][C:2]1[CH:21]=[CH:20][C:5]([CH2:6][N:7]2[C:11]3=[CH:12][N:13]=[C:14]([C:16](OC)=[O:17])[CH:15]=[C:10]3[CH:9]=[N:8]2)=[CH:4][CH:3]=1.[NH2:22][OH:23].[OH-].[Na+].Cl>CO.O>[F:1][C:2]1[CH:21]=[CH:20][C:5]([CH2:6][N:7]2[C:11]3=[CH:12][N:13]=[C:14]([C:16]([NH:22][OH:23])=[O:17])[CH:15]=[C:10]3[CH:9]=[N:8]2)=[CH:4][CH:3]=1 |f:2.3|. Procedure details: To a stirring solution of methyl 1-(4-fluorobenzyl)-1H-pyrazolo[3,4-c]pyridine-5-carboxylate (96 mg, 0.33 mmol) in methanol (4 mL) was added a 50% v/v solution of hydroxylamine in water (2 mL) followed by 10% sodium hydroxide solution in water (1 mL). The mixture was stirred for 2 hours, then 10% hydrochloric acid solution in water (1 mL) was added until a neutral pH was obtained, and the mixture was concentrated under reduced pressure. Methanol was added and the mixture was purified by reverse ... Starting materials: CCN(C(C)C)C(C)C (DIPEA), NCCCOC1=CC(=C(C(=O)N[C@H](C(=O)O)CC2=CC=C(C=C2)NC(C2=C(C=CC=C2Cl)Cl)=O)C(=C1)Cl)Cl ((S)-2-[4-(3-aminopropoxy)-2,6-dichlorobenzoylamino]-3-[4-(2,6-dichlorobenzoylamino)phenyl]propionic acid), O=C1N(C(CC1)=O)OC(CCOCCOCCOCCOCCOCCOCCOCCOCCOCCOCCOCCOCCNC(CCN1C(C=CC1=O)=O)=O)=O (3-[2-[2-[2-[2-[2-[2-[2-[2-[2-[2-[2-[[3-(2,5-dioxo-2,5-dihydro- pyrrol-1-yl)propionylamino]ethoxy]ethoxy]ethoxy]ethoxy]ethoxy]ethoxy]ethoxy]ethoxy]ethoxy]ethoxy]ethoxy]ethoxy]propionic acid-2,5-dioxo-pyrrolidin-1-yl ester). Yields the product ClC1=C(C(=O)NC2=CC=C(C=C2)C[C@@H](C(=O)O)NC(C2=C(C=C(C=C2Cl)OCCCNC(CCOCCOCCOCCOCCOCCOCCOCCOCCOCCOCCOCCOCCNC(CCN2C(C=CC2=O)=O)=O)=O)Cl)=O)C(=CC=C1)Cl ((S)-3-[4-(2,6-dichlorobenzoylamino)phenyl]-2-[2,6-dichloro-4-[3-[3-[2-[2-[2-[2-[2-[2-[2-[2-[2-[2-[2-[2-[3-(2,5-dioxo-2,5-dihydropyrrol-1-yl)propionylamino]ethoxy]ethoxy]ethoxy]ethoxy]ethoxy]ethoxy]ethoxy]ethoxy]ethoxy]ethoxy]ethoxy]ethoxy]propionylamino]propoxy]benzoylamino]propionic acid), solid. The yield is 16.6%. RXN SMILES: [NH2:1][CH2:2][CH2:3][CH2:4][O:5][C:6]1[CH:36]=[C:35]([Cl:37])[C:9]([C:10]([NH:12][C@@H:13]([CH2:17][C:18]2[CH:23]=[CH:22][C:21]([NH:24][C:25](=[O:34])[C:26]3[C:31]([Cl:32])=[CH:30][CH:29]=[CH:28][C:27]=3[Cl:33])=[CH:20][CH:19]=2)[C:14]([OH:16])=[O:15])=[O:11])=[C:8]([Cl:38])[CH:7]=1.O=C1CCC(=O)N1[O:46][C:47](=O)[CH2:48][CH2:49][O:50][CH2:51][CH2:52][O:53][CH2:54][CH2:55][O:56][CH2:57][CH2:58][O:59][CH2:60][CH2:61][O:62][CH2:63][CH2:64][O:65][CH2:66][CH2:67][O:68][CH2:69][CH2:70][O:71][CH2:72][CH2:73][O:74][CH2:75][CH2:76][O:77][CH2:78][CH2:79][O:80][CH2:81][CH2:82][O:83][CH2:84][CH2:85][NH:86][C:87](=[O:97])[CH2:88][CH2:89][N:90]1[C:94](=[O:95])[CH:93]=[CH:92][C:91]1=[O:96].CCN(C(C)C)C(C)C>>[Cl:33][C:27]1[CH:28]=[CH:29][CH:30]=[C:31]([Cl:32])[C:26]=1[C:25]([NH:24][C:21]1[CH:20]=[CH:19][C:18]([CH2:17][C@H:13]([NH:12][C:10](=[O:11])[C:9]2[C:8]([Cl:38])=[CH:7][C:6]([O:5][CH2:4][CH2:3][CH2:2][NH:1][C:47](=[O:46])[CH2:48][CH2:49][O:50][CH2:51][CH2:52][O:53][CH2:54][CH2:55][O:56][CH2:57][CH2:58][O:59][CH2:60][CH2:61][O:62][CH2:63][CH2:64][O:65][CH2:66][CH2:67][O:68][CH2:69][CH2:70][O:71][CH2:72][CH2:73][O:74][CH2:75][CH2:76][O:77][CH2:78][CH2:79][O:80][CH2:81][CH2:82][O:83][CH2:84][CH2:85][NH:86][C:87](=[O:97])[CH2:88][CH2:89][N:90]3[C:94](=[O:95])[CH:93]=[CH:92][C:91]3=[O:96])=[CH:36][C:35]=2[Cl:37])[C:14]([OH:16])=[O:15])=[CH:23][CH:22]=1)=[O:34]. Procedure details: The title compound was prepared using a similar procedure as described in Example 1, Step 11, starting from (S)-2-[4-(3-aminopropoxy)-2,6-dichlorobenzoylamino]-3-[4-(2,6-dichlorobenzoylamino)phenyl]propionic acid (143 mg, 0.2 mmol), 3-[2-[2-[2-[2-[2-[2-[2-[2-[2-[2-[2-[[3-(2,5-dioxo-2,5-dihydro- pyrrol-1-yl)propionylamino]ethoxy]ethoxy]ethoxy]ethoxy]ethoxy]ethoxy]ethoxy]ethoxy]ethoxy]ethoxy]ethoxy]ethoxy]propionic acid-2,5-dioxo-pyrrolidin-1-yl ester (173 mg, 0.2 mmol), and DIPEA (258 mg, 348 uL,... Reactants: 7.4-g, BrCCCCCC (1-bromohexane), [S-]C#N.CN(C)[S+](N(C)C)N(C)C (tris(dimethylamino)sulfonium thiocyanate). The solvent is C(C)#N (acetonitrile). Conditions: time 3 hour. Yields the product C(CCCCC)SC#N (n-hexyl thiocyanate). The yield is 85.0%. Reaction SMILES: Br[CH2:2][CH2:3][CH2:4][CH2:5][CH2:6][CH3:7].[S-:8][C:9]#[N:10].CN([S+](N(C)C)N(C)C)C>C(#N)C>[CH2:2]([S:8][C:9]#[N:10])[CH2:3][CH2:4][CH2:5][CH2:6][CH3:7] |f:1.2|. Procedure details: A 7.4-g (0.45 mole) sample of 1-bromohexane was added at ambient temperature to a stirred solution of 11.1 g (0.05 mole) of tris(dimethylamino)sulfonium thiocyanate in 25 ml acetonitrile, and the rate of the reaction was followed by gas-liquid partition chromatography (glc). The reaction was one-half completed after 3 hr, and was essentially completed after 20 hr. The reaction mixture was poured into water and extracted with ether. The ether extract was dried (MgSO4) and distilled to give 5.47 g... The reactants are [OH-].[Na+] (sodium hydroxide), NC1=NC(=NC(=N1)N)Cl (2,4-diamino-6-chloro-s-triazine), [OH-].[Na+] (sodium hydroxide), C(CN)N (ethylenediamine). Run in O (water). Reaction conditions: time 15 minute. Yields the product C(CNC1=NC(=NC(=N1)N)N)NC1=NC(=NC(=N1)N)N (ethylenebismelamine). Isolated yield 91.1%. As a reaction SMILES: [NH2:1][C:2]1[N:7]=[C:6]([NH2:8])[N:5]=[C:4](Cl)[N:3]=1.[CH2:10]([NH2:13])[CH2:11][NH2:12].[OH-].[Na+]>O>[CH2:10]([NH:13][C:4]1[N:3]=[C:2]([NH2:1])[N:7]=[C:6]([NH2:8])[N:5]=1)[CH2:11][NH:12][C:4]1[N:3]=[C:2]([NH2:1])[N:7]=[C:6]([NH2:8])[N:5]=1 |f:2.3|. Procedure details: 29.1 g of 2,4-diamino-6-chloro-s-triazine was added to 300 ml of water to obtain a slurry. Then 6 g of ethylenediamine was added thereto, and the mixture was stirred for 15 minutes. Then, 16 g of a 25 wt% sodium hydroxide aqueous solution was added thereto, and the mixture was refluxed under heating for two hours. At that time, about 3 g of a 25 wt% sodium hydroxide aqueous solution was further gradually added over a period of two hours to maintain the reaction solution in a weakly alkaline stat... Reactants: C([O-])([O-])=O.[Na+].[Na+] (sodium carbonate), ClCCl (dichloromethane), ClC=1C=C2C(=CNC2=CC1)CCNC(C1=CC=C(C=C1)CCl)=O (N-(2-(5-chloro-1H-indol-3-yl)ethyl)-4-(chloromethyl)benzamide), S1C(=CC=C1)B(O)O (thiophen-2-ylboronic acid), [I-].[Na+] (sodium iodide). Reagents/catalysts: C1=CC=C(C=C1)P([C-]2C=CC=C2)C3=CC=CC=C3.C1=CC=C(C=C1)P([C-]2C=CC=C2)C3=CC=CC=C3.Cl[Pd]Cl.[Fe+2] ([1,1′-bis(diphenylphosphino)ferrocene]palladium(II) chloride). Run in O (water), C(OC)COC (dimethoxyethane). Yields the product eluent, ClC=1C=C2C(=CNC2=CC1)CCNC(C1=CC=C(C=C1)CC=1SC=CC1)=O (N-(2-(5-Chloro-1H-indol-3-yl)ethyl)-4-(thiophen-2-ylmethyl)benzamide). Isolated yield 61.7%. Reaction SMILES: [Cl:1][C:2]1[CH:3]=[C:4]2[C:8](=[CH:9][CH:10]=1)[NH:7][CH:6]=[C:5]2[CH2:11][CH2:12][NH:13][C:14](=[O:23])[C:15]1[CH:20]=[CH:19][C:18]([CH2:21]Cl)=[CH:17][CH:16]=1.[S:24]1[CH:28]=[CH:27][CH:26]=[C:25]1B(O)O.ClCCl.C(=O)([O-])[O-].[Na+].[Na+].[I-].[Na+]>C(COC)OC.O.C1C=CC(P(C2C=CC=CC=2)[C-]2C=CC=C2)=CC=1.C1C=CC(P(C2C=CC=CC=2)[C-]2C=CC=C2)=CC=1.Cl[Pd]Cl.[Fe+2]>[Cl:1][C:2]1[CH:3]=[C:4]2[C:8](=[CH:9][CH:10]=1)[NH:7][CH:6]=[C:5]2[CH2:11][CH2:12][NH:13][C:14](=[O:23])[C:15]1[CH:20]=[CH:19][C:18]([CH2:21][C:25]2[S:24][CH:28]=[CH:27][CH:26]=2)=[CH:17][CH:16]=1 |f:3.4.5,6.7,10.11.12.13|. Reported procedure: N-(2-(5-Chloro-1H-indol-3-yl)ethyl)-4-(thiophen-2-ylmethyl)benzamide was prepared according to method B with N-(2-(5-chloro-1H-indol-3-yl)ethyl)-4-(chloromethyl)benzamide (0.080 g; 0.230 mmol), thiophen-2-ylboronic acid (0.031 g; 0.242 mmol), [1,1′-bis(diphenylphosphino)ferrocene]palladium(II) chloride, complex with dichloromethane (0.019 g; 0.023 mmol), sodium carbonate (0.050 g; 0.460 mmol), sodium iodide (0.069 g; 0.460 mmol), in dimethoxyethane (3 mL) and water (1 mL), irradiated in a microw... Reactants: C1(OCCO1)=O (ethylene carbonate), poly(propylene glycol), CC(COCC(C)OCC(C)OCC(C)N)N (Jeffamine). Reagents/catalysts: O.O.O.[O-][Sn](=O)[O-].[Na+].[Na+] (sodium stannate trihydrate). Run at temperature 135 celsius, time 19 hour. Yields the product C1(OCCO1)=O (ethylene carbonate), poly(alkylene carbonate) polyol, C(=O)=O (carbon dioxide). Isolated yield 11.1%. RXN SMILES: [C:1]1(=[O:6])[O:5][CH2:4][CH2:3][O:2]1.CC(N)COCC(OCC(OCC(N)C)C)C>O.O.O.[O-][Sn]([O-])=O.[Na+].[Na+]>[C:1]1(=[O:6])[O:5][CH2:4][CH2:3][O:2]1.[C:1](=[O:5])=[O:2] |f:2.3.4.5.6.7|. Procedure: A 10:1 mole ratio of ethylene carbonate to aminated poly(propylene glycol) (Jeffamine D-400, Mw=430, a product of the Jefferson Chemical Division of Texaco) is heated with stirring under a nitrogen atmosphere for 19 hours at 135° C. using 0.5 percent sodium stannate trihydrate as catalyst to give 96 percent ethylene carbonate conversion to a poly(alkylene carbonate) polyol with 11.1 percent carbon dioxide. The catalyst is removed in Example 1. Reactants: C(C)(C)(C)OC(=O)N1[C@@H](CCC1)CSCCCC(C(F)(F)F)(F)F (N-tert-butyloxycarbonyl-(2S)-2-(4,4,5,5,5-pentafluoropentylthiomethyl)-pyrrolidine), FC(C(=O)O)(F)F (trifluoroacetic acid), C([O-])(O)=O.[Na+] (sodium bicarbonate). Reaction conditions: temperature 0 celsius, time 16 hour. The product is FC(CCCSC[C@H]1NCCC1)(C(F)(F)F)F ((2S)-2-(4,4,5,5,5-Pentafluoropentylthiomethyl)-pyrrolidine). Isolated yield 96.1%. RXN SMILES: C(OC([N:8]1[CH2:12][CH2:11][CH2:10][C@H:9]1[CH2:13][S:14][CH2:15][CH2:16][CH2:17][C:18]([F:24])([F:23])[C:19]([F:22])([F:21])[F:20])=O)(C)(C)C.FC(F)(F)C(O)=O.C(=O)(O)[O-].[Na+]>>[F:24][C:18]([F:23])([C:19]([F:20])([F:21])[F:22])[CH2:17][CH2:16][CH2:15][S:14][CH2:13][C@@H:9]1[CH2:10][CH2:11][CH2:12][NH:8]1 |f:2.3|. Procedure: 2.55 g of N-tert-butyloxycarbonyl-(2S)-2-(4,4,5,5,5-pentafluoropentylthiomethyl)-pyrrolidine is added to 5.4 ml of trifluoroacetic acid, cooled to 0° C., and the mixture is stirred for 1.5 hours at 0° C. and for 16 hours at room temperature. The reaction mixture is poured onto 10% sodium bicarbonate solution, extracted with ethyl acetate, washed with saturated common salt solution, dried on sodium sulfate and concentrated by evaporation. 1.8 g of the title compound is obtained as oily crude prod... The reactants are C(C)OC(C1=C(C=C(C(=C1)OC)C(C)(C)C)C=1C(=NC=CC1)OCC1=CC=CC=C1)=O (2-(2-benzyloxypyridin-3-yl)-4-tert-butyl-5-methoxybenzoic acid ethyl ester). Reagents/catalysts: [OH-].[OH-].[Pd+2] (Pd(OH)2/C). The solvent is CO (MeOH), C1CCOC1 (THF). Run at time 2 hour. Product: C(C)OC(C1=C(C=C(C(=C1)OC)C(C)(C)C)C=1C(NC=CC1)=O)=O (4-tert-Butyl-5-methoxy-2-(2-oxo-1,2-dihydro-pyridin-3-yl)-benzoic acid ethyl ester). RXN SMILES: [CH2:1]([O:3][C:4](=[O:31])[C:5]1[CH:10]=[C:9]([O:11][CH3:12])[C:8]([C:13]([CH3:16])([CH3:15])[CH3:14])=[CH:7][C:6]=1[C:17]1[C:18]([O:23]CC2C=CC=CC=2)=[N:19][CH:20]=[CH:21][CH:22]=1)[CH3:2]>CO.C1COCC1.[OH-].[OH-].[Pd+2]>[CH2:1]([O:3][C:4](=[O:31])[C:5]1[CH:10]=[C:9]([O:11][CH3:12])[C:8]([C:13]([CH3:16])([CH3:15])[CH3:14])=[CH:7][C:6]=1[C:17]1[C:18](=[O:23])[NH:19][CH:20]=[CH:21][CH:22]=1)[CH3:2] |f:3.4.5|. Procedure: step 2—To a solution of 78 (109 mg, 0.26 mmol) in MeOH (7 mL) and THF (1 mL) was added 20% Pd(OH)2/C (wet, 20 mg). The reaction mixture was stirred under an atmosphere of hydrogen (balloon) for 2 h then filtered through a pad of CELITE, rinsing with EtOAc. The filtrate was concentrated under reduced pressure to afford 79 mg (93%) of I-54 as an off-white solid: MS=330 [M+H]+. Starting materials: COCC(=O)Cl (methoxyacetyl chloride), NC=1C(=C(C(=C(C(=O)Cl)C1I)I)C(=O)Cl)I (5-Amino-2,4,6-triiodoisophthaloyl chloride), O (water). Solvent: CC(=O)N(C)C (DMAc). Run at temperature 5 celsius. Yields the product COCC(=O)NC=1C(=C(C(=C(C(=O)Cl)C1I)I)C(=O)Cl)I (5-Methoxyacetamido-2,4,6-triiodoisophthaloyl chloride). RXN SMILES: [NH2:1][C:2]1[C:3]([I:16])=[C:4]([C:13]([Cl:15])=[O:14])[C:5]([I:12])=[C:6]([C:10]=1[I:11])[C:7]([Cl:9])=[O:8].[CH3:17][O:18][CH2:19][C:20](Cl)=[O:21].O>CC(N(C)C)=O>[CH3:17][O:18][CH2:19][C:20]([NH:1][C:2]1[C:10]([I:11])=[C:6]([C:7]([Cl:9])=[O:8])[C:5]([I:12])=[C:4]([C:3]=1[I:16])[C:13]([Cl:15])=[O:14])=[O:21]. Procedure details: 5-Amino-2,4,6-triiodoisophthaloyl chloride prepared in Example 1 (59.6 g, 0.1 g-mole) is dissolved in DMAc (100 ml). The solution is cooled to 5° C. and methoxyacetyl chloride (21.7 g 0.2 g-mole) is added slowly keeping the temperature at 5°-10° C. When the addition is complete, the reaction mixture is allowed to warm to room temperature and stirred until the reaction is complete. The solution is cooled to room temperature and poured slowly into 1 L of cold water (0°-5° C.) with stirring to prec...